This data is from the Open Reaction Database (ORD), a public repository of structured organic reaction records. The task is: describe an organic reaction: reactants, conditions, products, and yield Starting materials: C(C)(=O)O (acetic acid), C(CC1=CC=CC=C1)NC(C(=CC1=C(C=C(C(=C1)OC)OC)N)C)=O (3-(2-amino-4,5-dimethoxyphenyl)-2-methyl-2-propenoic acid phenethyl amide), CC(C(=O)OCC)=CC1=C(C=CC=C1)[N+](=O)[O-] (ethyl 2-methyl-3-(2-nitrophenyl)-2-propenate). Reagents/catalysts: [Fe] (iron). The solvent is O (water). Run at time 1 hour. The product is NC1=C(C=CC=C1)C=C(C(=O)OCC)C (ethyl 3-(2-aminophenyl)-2-methyl-2-propenate), product. Yield: 71.5%. Reaction SMILES: C(O)(=O)C.C(NC(=O)C(C)=CC1C=C(OC)C(OC)=CC=1N)CC1C=CC=CC=1.[CH3:30][C:31](=[CH:37][C:38]1[CH:43]=[CH:42][CH:41]=[CH:40][C:39]=1[N+:44]([O-])=O)[C:32]([O:34][CH2:35][CH3:36])=[O:33]>[Fe].O>[NH2:44][C:39]1[CH:40]=[CH:41][CH:42]=[CH:43][C:38]=1[CH:37]=[C:31]([CH3:30])[C:32]([O:34][CH2:35][CH3:36])=[O:33]. Reported procedure: Into 160 ml of acetic acid, 10 g (42.5 mmol) of (E) ethyl 2-methyl-3-(2-nitrophenyl)-2-propenate were dissolved. While the solution was stirred, 10.9 g (195.2 mmol) of iron powder (Koso Chem. Co.) and 12 ml of distilled water were added thereto at room temperature; and temperature was raised, so that reflux was carried out for 1 hour at 100° C. After the end point of the reaction was verified by TLC, the reaction liquid was cooled, and acetic acid was evaporated under a reduced pressure. Ethyl a... The reactants are CC([O-])=S, [K+], BrCCCOc1ccccc1. The product is CC(=O)SCCCOc1ccccc1. Reaction SMILES: [C:12]([CH3:13])(=[S:14])[O-:15].[K+:16].[O:1]([c:2]1[cH:3][cH:4][cH:5][cH:6][cH:7]1)[CH2:8][CH2:9][CH2:10][Br:11]>>[O:1]([c:2]1[cH:3][cH:4][cH:5][cH:6][cH:7]1)[CH2:8][CH2:9][CH2:10][S:14][C:12]([CH3:13])=[O:15]. Procedure: A stirred mixture of 3-{2-[5-methylsulfonyl-2-(hydroxy)- -phenyl]-cyclopent-1-enyl}-benzoic acid (65 mg, 0.2 mmol), potassium carbonate (138 mg, 1 mmol) and benzyl bromide (75 mg, 0.44 mmol) in acetone (4 ml) was refluxed for 16 hours then cooled and diluted with diethyl ether/water. The organic phase was dried (MgSO4), evaporated to dryness and purified using Biotage with ethyl acetate/iso-hexane (1:19) to yield the title compound as a colourless gum. (85 mg, 84%). Run in CC(=O)C (acetone), C(C)OCC.O (diethyl ether water). The product is C(C1=CC=CC=C1)OC(C1=CC(=CC=C1)C1=C(CCC1)C1=C(C=CC(=C1)S(=O)(=O)C)OCC1=CC=CC=C1)=O (3-{2-[5-methylsulfonyl-2-(benzyloxy)-phenyl]-cyclopent-1-enyl}-benzoic acid benzyl ester). The reactants are CS(=O)(=O)C=1C=CC(=C(C1)C1=C(CCC1)C=1C=C(C(=O)O)C=CC1)O (3-{2-[5-methylsulfonyl-2-(hydroxy)- -phenyl]-cyclopent-1-enyl}-benzoic acid), C([O-])([O-])=O.[K+].[K+] (potassium carbonate), C(C1=CC=CC=C1)Br (benzyl bromide). As a reaction SMILES: [CH3:1][S:2]([C:5]1[CH:6]=[CH:7][C:8]([OH:25])=[C:9]([C:11]2[CH2:15][CH2:14][CH2:13][C:12]=2[C:16]2[CH:17]=[C:18]([CH:22]=[CH:23][CH:24]=2)[C:19]([OH:21])=[O:20])[CH:10]=1)(=[O:4])=[O:3].C(=O)([O-])[O-].[K+].[K+].[CH2:32](Br)[C:33]1[CH:38]=[CH:37][CH:36]=[CH:35][CH:34]=1>CC(C)=O.C(OCC)C.O>[CH2:32]([O:20][C:19](=[O:21])[C:18]1[CH:22]=[CH:23][CH:24]=[C:16]([C:12]2[CH2:13][CH2:14][CH2:15][C:11]=2[C:9]2[CH:10]=[C:5]([S:2]([CH3:1])(=[O:3])=[O:4])[CH:6]=[CH:7][C:8]=2[O:25][CH2:11][C:9]2[CH:10]=[CH:5][CH:6]=[CH:7][CH:8]=2)[CH:17]=1)[C:33]1[CH:38]=[CH:37][CH:36]=[CH:35][CH:34]=1 |f:1.2.3,6.7|. Procedure: In a similar fashion using route 14 general procedure 27, 5-chloro-6-fluoroquinolin-8-amine (Intermediate 53) (100 mg, 0.51 mmol), benzenesulfonyl chloride (100 mg, 0.61 mmol) and DMAP (cat.) gave the title compound (27 mg, 16%) after purification by column chromatography with DCM as the eluent followed by preparative HPLC (neutral conditions). RXN SMILES: [Cl:1][C:2]1[C:11]([F:12])=[CH:10][C:9]([NH2:13])=[C:8]2[C:3]=1[CH:4]=[CH:5][CH:6]=[N:7]2.[C:14]1([S:20](Cl)(=[O:22])=[O:21])[CH:19]=[CH:18][CH:17]=[CH:16][CH:15]=1>CN(C1C=CN=CC=1)C>[Cl:1][C:2]1[C:11]([F:12])=[CH:10][C:9]([NH:13][S:20]([C:14]2[CH:19]=[CH:18][CH:17]=[CH:16][CH:15]=2)(=[O:22])=[O:21])=[C:8]2[C:3]=1[CH:4]=[CH:5][CH:6]=[N:7]2. Isolated yield 15.7%. Reagents/catalysts: CN(C)C=1C=CN=CC1 (DMAP). The reactants are ClC1=C2C=CC=NC2=C(C=C1F)N (5-chloro-6-fluoroquinolin-8-amine), ClC1=C2C=CC=NC2=C(C=C1F)N (5-chloro-6-fluoroquinolin-8-amine), C1(=CC=CC=C1)S(=O)(=O)Cl (benzenesulfonyl chloride). Yields the product ClC1=C2C=CC=NC2=C(C=C1F)NS(=O)(=O)C1=CC=CC=C1 (N-(5-Chloro-6-fluoro-quinolin-8-yl)-benzenesulfonamide). The reactants are CCN(CC)C(=O)Oc1ccccc1c2ccccc2 (substrate), C[Si](C)(C)C[Mg]Cl (effective_coupling_partner). Conditions: temperature 25 celsius, time 16 hour. The product is C[Si](C)(C)Cc1ccccc1c2ccccc2. The reactants are [N+](=O)([O-])C1=C2C=CC(=NC2=CC=C1)Cl (5-nitro-2-chloroquinoline), CC=1OC2=C(C1)C=CC=C2N ((2-methyl-1-benzofuran-7-yl)amine). The product is CC=1OC2=C(C1)C=CC=C2NC2=NC=1C=CC=C(C1C=C2)N (N2-(2-Methyl-benzofuran-7-yl)-quinoline-2,5-diamine). As a reaction SMILES: [N+:1]([C:4]1[CH:13]=[CH:12][CH:11]=[C:10]2[C:5]=1[CH:6]=[CH:7][C:8](Cl)=[N:9]2)([O-])=O.[CH3:15][C:16]1[O:17][C:18]2[C:24]([NH2:25])=[CH:23][CH:22]=[CH:21][C:19]=2[CH:20]=1>>[CH3:15][C:16]1[O:17][C:18]2[C:24]([NH:25][C:8]3[CH:7]=[CH:6][C:5]4[C:4]([NH2:1])=[CH:13][CH:12]=[CH:11][C:10]=4[N:9]=3)=[CH:23][CH:22]=[CH:21][C:19]=2[CH:20]=1. Reported procedure: The title compound, MS: m/e=290.3 (M+H+), was prepared in accordance with the general method of example 1 from 5-nitro-2-chloroquinoline and (2-methyl-1-benzofuran-7-yl)amine. The reactants are NCC(=O)NC(C1=CC=C(C=C1)C)C1=CC=CC=C1 (rac-2-amino-N-(phenyl-p-tolyl-methyl)-acetamide), FC1=CC=C(C(=O)O)C=C1 (4-fluorobenzoic acid). Product: FC1=CC=C(C(=O)NCC(NC(C2=CC=C(C=C2)C)C2=CC=CC=C2)=O)C=C1 (rac-4-Fluoro-N-{[(phenyl-p-tolyl-methyl)-carbamoyl]-methyl}-benzamide). RXN SMILES: [NH2:1][CH2:2][C:3]([NH:5][CH:6]([C:14]1[CH:19]=[CH:18][CH:17]=[CH:16][CH:15]=1)[C:7]1[CH:12]=[CH:11][C:10]([CH3:13])=[CH:9][CH:8]=1)=[O:4].[F:20][C:21]1[CH:29]=[CH:28][C:24]([C:25](O)=[O:26])=[CH:23][CH:22]=1>>[F:20][C:21]1[CH:29]=[CH:28][C:24]([C:25]([NH:1][CH2:2][C:3](=[O:4])[NH:5][CH:6]([C:14]2[CH:19]=[CH:18][CH:17]=[CH:16][CH:15]=2)[C:7]2[CH:12]=[CH:11][C:10]([CH3:13])=[CH:9][CH:8]=2)=[O:26])=[CH:23][CH:22]=1. Reported procedure: Prepared in analogy to example 1.12 from rac-2-amino-N-(phenyl-p-tolyl-methyl)-acetamide (Example 3.3) and 4-fluorobenzoic acid. Reactants: [Si](C1=CC=CC=C1)(C1=CC=CC=C1)(C(C)(C)C)OCC[C@@H](C[C@@H]1CC(C[C@@H](O1)C[C@H](CC(=O)OCC)O[Si](C)(C)C)=O)OCC1=CC=C(C=C1)OC ((R)-ethyl 4-((2S,6R)-6((S)-4-(tert-butyldiphenylsilyloxy)-2-(4-methoxybenzyloxyl)butyl)-4-oxotetrahydro-2H-pyran-2-yl)-3-(trimethylsilyloxy)butanoate), [BH4-].[Na+] (NaBH4). Solvent: CO (MeOH). Conditions: time 30 minute. The product is [Si](C1=CC=CC=C1)(C1=CC=CC=C1)(C(C)(C)C)OCC[C@@H](C[C@@H]1C[C@@H](C[C@@H](O1)C[C@H](CC(=O)OCC)O[Si](C)(C)C)O)OCC1=CC=C(C=C1)OC ((R)-ethyl 4-((2R,4S,6S)-6-((S)-4-(tert-butyldiphenylsilyloxy)-2-(4-methoxybenzyloxyl)butyl)-4-hydroxytetrahydro-2H-pyran-2-yl)-3-(trimethylsilyloxy)butanoate). Isolated yield 93.9%. RXN SMILES: [Si:1]([O:18][CH2:19][CH2:20][C@H:21]([O:43][CH2:44][C:45]1[CH:50]=[CH:49][C:48]([O:51][CH3:52])=[CH:47][CH:46]=1)[CH2:22][C@H:23]1[O:28][C@@H:27]([CH2:29][C@@H:30]([O:37][Si:38]([CH3:41])([CH3:40])[CH3:39])[CH2:31][C:32]([O:34][CH2:35][CH3:36])=[O:33])[CH2:26][C:25](=[O:42])[CH2:24]1)([C:14]([CH3:17])([CH3:16])[CH3:15])([C:8]1[CH:13]=[CH:12][CH:11]=[CH:10][CH:9]=1)[C:2]1[CH:7]=[CH:6][CH:5]=[CH:4][CH:3]=1.[BH4-].[Na+]>CO>[Si:1]([O:18][CH2:19][CH2:20][C@H:21]([O:43][CH2:44][C:45]1[CH:50]=[CH:49][C:48]([O:51][CH3:52])=[CH:47][CH:46]=1)[CH2:22][C@H:23]1[O:28][C@@H:27]([CH2:29][C@@H:30]([O:37][Si:38]([CH3:40])([CH3:39])[CH3:41])[CH2:31][C:32]([O:34][CH2:35][CH3:36])=[O:33])[CH2:26][C@@H:25]([OH:42])[CH2:24]1)([C:14]([CH3:16])([CH3:15])[CH3:17])([C:8]1[CH:13]=[CH:12][CH:11]=[CH:10][CH:9]=1)[C:2]1[CH:7]=[CH:6][CH:5]=[CH:4][CH:3]=1 |f:1.2|. Reported procedure: To a solution of ketone 17 (59.0 mg, 0.0788 mmol, 1.0 equiv) in MeOH (5.0 mL, 0.015M) in a 15 mL rb flask at 0° C. was added NaBH4 (6.0 mg, 0.158 mmol, 2.0 equiv) in one portion. After 30 min at 0° C., the reaction was quenched by addition of acetone (0.1 mL), and then concentrated under reduced pressure. Purification was accomplished by flash chromatography column on a 3×12 cm column, eluting with 40% EtOAc/hexanes, collecting 18×150 mm test tube fractions. The product containing fractions (6-1... Reactants: O=[Ag-], COC(=O)c1ccc(CBr)c(OC)c1, NC(=O)CCn1ccc2cc(C(=O)NCC3CCCC3)ccc21, C1COCCO1, CCOC(C)=O. The product is COC(=O)c1ccc(Cc2cn(CCC(N)=O)c3ccc(C(=O)NCC4CCCC4)cc23)c(OC)c1. Reaction SMILES: [Ag-:50]=[O:51].[Br:24][CH2:25][c:26]1[c:27]([O:36][CH3:37])[cH:28][c:29]([C:30](=[O:31])[O:32][CH3:33])[cH:34][cH:35]1.[C:1]([NH2:2])(=[O:3])[CH2:4][CH2:5][n:6]1[cH:7][cH:8][c:9]2[cH:10][c:11]([C:15]([NH:16][CH2:17][CH:18]3[CH2:19][CH2:20][CH2:21][CH2:22]3)=[O:23])[cH:12][cH:13][c:14]12.[CH2:38]1[O:39][CH2:40][CH2:41][O:42][CH2:43]1.[CH3:44][CH2:45][O:46][C:47](=[O:48])[CH3:49]>>[C:1]([NH2:2])(=[O:3])[CH2:4][CH2:5][n:6]1[cH:7][c:8]([CH2:25][c:26]2[c:27]([O:36][CH3:37])[cH:28][c:29]([C:30](=[O:31])[O:32][CH3:33])[cH:34][cH:35]2)[c:9]2[cH:10][c:11]([C:15]([NH:16][CH2:17][CH:18]3[CH2:19][CH2:20][CH2:21][CH2:22]3)=[O:23])[cH:12][cH:13][c:14]12.